Dataset: the Open Reaction Database (ORD), a public repository of structured organic reaction records. Task: describe an organic reaction: reactants, conditions, products, and yield Reactants: [H-].[Na+] (sodium hydride), [N+](=O)([O-])C1=CC=C(C=C1)C12C(NC(C(C1)C2)=O)=O (1-(4-nitrophenyl)-3-azabicyclo[3.1.1]heptane-2,4-dione), C(CCCC)I (n-pentyl iodide). Solvent: CN(C=O)C (N,N-dimethylformamide), CN(C=O)C (N,N-dimethylformamide), CN(C=O)C (N,N-dimethylformamide). Run at time 30 minute. The product is [N+](=O)([O-])C1=CC=C(C=C1)C12C(N(C(C(C1)C2)=O)CCCCC)=O (1-(4-nitrophenyl)-3-n-pentyl-3-azabicyclo[3.1.1]heptane-2,4-dione). As a reaction SMILES: [H-].[Na+].[N+:3]([C:6]1[CH:11]=[CH:10][C:9]([C:12]23[CH2:18][CH:16]([CH2:17]2)[C:15](=[O:19])[NH:14][C:13]3=[O:20])=[CH:8][CH:7]=1)([O-:5])=[O:4].[CH2:21](I)[CH2:22][CH2:23][CH2:24][CH3:25]>CN(C)C=O>[N+:3]([C:6]1[CH:7]=[CH:8][C:9]([C:12]23[CH2:17][CH:16]([CH2:18]2)[C:15](=[O:19])[N:14]([CH2:21][CH2:22][CH2:23][CH2:24][CH3:25])[C:13]3=[O:20])=[CH:10][CH:11]=1)([O-:5])=[O:4] |f:0.1|. Reported procedure: 0.36 g of sodium hydride is added to a solution of 2.46 g of 1-(4-nitrophenyl)-3-azabicyclo[3.1.1]heptane-2,4-dione in 25 ml of N,N-dimethylformamide and the whole is stirred at room temperature for 30 minutes. 2.96 g of n-pentyl iodide dissolved in 10 ml of N,N-dimethylformamide are then added dropwise thereto. When the reaction is complete, the reaction mixture is freed of N,N-dimethylformamide. The residue is partitioned between ethyl acetate and water, and the organic phase is dried over mag... Product: ClC1=C(C(=CC=C1)Cl)N1N=C(C=C1C1=C(C=C(C=C1)C1=CC(=CC=C1)S(=O)(=O)C)C)C(=O)N1CCCC1 ((1-(2,6-dichlorophenyl)-5-(3-methyl-3′-(methylsulfonyl)biphenyl-4-yl)-1H-pyrazol-3-yl)(pyrrolidin-1-yl)methanone). Procedure details: Methyl 1-(2,6-dichlorophenyl)-5-(3-methyl-3′-(methylsulfonyl)biphenyl-4-yl)-1H-pyrazole-3-carboxylate (102 mg, 0.20 mmol) was suspended in pyrrolidine (0.6 mL, 7.2 mmol) and heated in the microwave at 180° C. for 10 minutes. The dark reaction mixture was concentrated under reduced pressure and azeotroped with toluene to remove most of the pyrrolidine. The resulting crude product was purified by preparative reverse phase HPLC eluting with MeCN/H2O with 0.05% TFA. The product fractions from the HP... Reaction conditions: temperature 180 celsius. Yield: 13.5%. Reaction SMILES: [Cl:1][C:2]1[CH:7]=[CH:6][CH:5]=[C:4]([Cl:8])[C:3]=1[N:9]1[C:13]([C:14]2[CH:19]=[CH:18][C:17]([C:20]3[CH:25]=[CH:24][CH:23]=[C:22]([S:26]([CH3:29])(=[O:28])=[O:27])[CH:21]=3)=[CH:16][C:15]=2[CH3:30])=[CH:12][C:11]([C:31]([O:33]C)=O)=[N:10]1.[NH:35]1[CH2:39][CH2:38][CH2:37][CH2:36]1>>[Cl:8][C:4]1[CH:5]=[CH:6][CH:7]=[C:2]([Cl:1])[C:3]=1[N:9]1[C:13]([C:14]2[CH:19]=[CH:18][C:17]([C:20]3[CH:25]=[CH:24][CH:23]=[C:22]([S:26]([CH3:29])(=[O:28])=[O:27])[CH:21]=3)=[CH:16][C:15]=2[CH3:30])=[CH:12][C:11]([C:31]([N:35]2[CH2:39][CH2:38][CH2:37][CH2:36]2)=[O:33])=[N:10]1. Starting materials: ClC1=C(C(=CC=C1)Cl)N1N=C(C=C1C1=C(C=C(C=C1)C1=CC(=CC=C1)S(=O)(=O)C)C)C(=O)OC (Methyl 1-(2,6-dichlorophenyl)-5-(3-methyl-3′-(methylsulfonyl)biphenyl-4-yl)-1H-pyrazole-3-carboxylate), N1CCCC1 (pyrrolidine). Starting materials: IC=1C=C2C(=NC1)N(C=N2)CC2=CC(=C(C=C2)OCC=2C=NC(=CC2)OC)OC (6-iodo-3-(3-methoxy-4-((6-methoxypyridin-3-yl)methoxy)benzyl)-3H-imidazo[4,5-b]pyridine), Cl.C(#C)C1(CNCCC1)O (3-ethynylpiperidin-3-ol hydrochloride). Yields the product COC=1C=C(CN2C=NC=3C2=NC=C(C3)C3=CC2(CCCN3C2)O)C=CC1OCC=1C=NC(=CC1)OC (7-(3-(3-methoxy-4-((6-methoxypyridin-3-yl)methoxy)benzyl)-3H-imidazo[4,5-b]pyridin-6-yl)-1-azabicyclo[3.2.1]oct-6-en-5-ol). RXN SMILES: I[C:2]1[CH:3]=[C:4]2[N:10]=[CH:9][N:8]([CH2:11][C:12]3[CH:17]=[CH:16][C:15]([O:18][CH2:19][C:20]4[CH:21]=[N:22][C:23]([O:26][CH3:27])=[CH:24][CH:25]=4)=[C:14]([O:28][CH3:29])[CH:13]=3)[C:5]2=[N:6][CH:7]=1.Cl.[C:31]([C:33]1([OH:39])[CH2:38][CH2:37][CH2:36][NH:35][CH2:34]1)#[CH:32]>>[CH3:29][O:28][C:14]1[CH:13]=[C:12]([CH:17]=[CH:16][C:15]=1[O:18][CH2:19][C:20]1[CH:21]=[N:22][C:23]([O:26][CH3:27])=[CH:24][CH:25]=1)[CH2:11][N:8]1[C:5]2=[N:6][CH:7]=[C:2]([C:32]3[N:35]4[CH2:34][C:33]([OH:39])([CH2:38][CH2:37][CH2:36]4)[CH:31]=3)[CH:3]=[C:4]2[N:10]=[CH:9]1 |f:1.2|. Procedure: 7-(3-(3-methoxy-4-((6-methoxypyridin-3-yl)methoxy)benzyl)-3H-imidazo[4,5-b]pyridin-6-yl)-1-azabicyclo[3.2.1]oct-6-en-5-ol was prepared from 6-iodo-3-(3-methoxy-4-((6-methoxypyridin-3-yl)methoxy)benzyl)-3H-imidazo[4,5-b]pyridine and 3-ethynylpiperidin-3-ol hydrochloride using the procedure outlined for the synthesis of Example 3-30: 1H NMR (500 MHz, CDCl3) δ 8.76 (d, J=2.0 Hz, 1H), 8.29 (d, J=1.5 Hz, 1H), 8.20 (d, J=2.7 Hz, 1H), 8.04 (s, 1H), 7.68 (dd, J=8.5, 2.7 Hz, 1H), 6.93 (d, J=2.0 Hz, 1H), ...